This data is from the Open Reaction Database (ORD), a public repository of structured organic reaction records. The task is: describe an organic reaction: reactants, conditions, products, and yield Reactants: N(CCO)(CCO)CCO (triethanolamine), solution, BrC1=CC=C(OCC(=O)NC[C@@H](C2=CC(=C(C=C2)OCOCC[Si](C)(C)C)N(COCC[Si](C)(C)C)S(=O)(=O)C)O)C=C1 (2-(4-bromophenoxy)-N—((R)-2-hydroxy-2-{3-[methanesulfonyl-(2-trimethylsilylethoxymethyl)amino]-4-(2-trimethylsilylethoxymethoxy)phenyl}ethyl)acetamide), O (water). The solvent is O1CCCC1 (tetrahydrofuran), O1CCCC1 (tetrahydrofuran), O1CCCC1 (tetrahydrofuran). Reaction conditions: time 1.5 hour. The product is BrC1=CC=C(OCCNC[C@H](O)C=2C=CC(=C(C2)N(S(=O)(=O)C)COCC[Si](C)(C)C)OCOCC[Si](C)(C)C)C=C1 (N-(5-{(R)-2-[2-(4-Bromophenoxy)ethylamino]-1-hydroxyethyl}-2-(2-trimethylsilylethoxymethoxy)phenyl)-N-(2-trimethylsilylethoxymethyl)methanesulfonamide). Isolated yield 85.4%. Reaction SMILES: [Br:1][C:2]1[CH:43]=[CH:42][C:5]([O:6][CH2:7][C:8]([NH:10][CH2:11][C@H:12]([OH:41])[C:13]2[CH:18]=[CH:17][C:16]([O:19][CH2:20][O:21][CH2:22][CH2:23][Si:24]([CH3:27])([CH3:26])[CH3:25])=[C:15]([N:28]([S:37]([CH3:40])(=[O:39])=[O:38])[CH2:29][O:30][CH2:31][CH2:32][Si:33]([CH3:36])([CH3:35])[CH3:34])[CH:14]=2)=O)=[CH:4][CH:3]=1.N(CCO)(CCO)CCO.O>O1CCCC1>[Br:1][C:2]1[CH:43]=[CH:42][C:5]([O:6][CH2:7][CH2:8][NH:10][CH2:11][C@@H:12]([C:13]2[CH:18]=[CH:17][C:16]([O:19][CH2:20][O:21][CH2:22][CH2:23][Si:24]([CH3:27])([CH3:26])[CH3:25])=[C:15]([N:28]([CH2:29][O:30][CH2:31][CH2:32][Si:33]([CH3:36])([CH3:35])[CH3:34])[S:37]([CH3:40])(=[O:39])=[O:38])[CH:14]=2)[OH:41])=[CH:4][CH:3]=1. Reported procedure: A 2 mol/L solution of borane dimethylsulfide complex in tetrahydrofuran (1.96 mL) was added dropwise to a solution of 2-(4-bromophenoxy)-N—((R)-2-hydroxy-2-{3-[methanesulfonyl-(2-trimethylsilylethoxymethyl)amino]-4-(2-trimethylsilylethoxymethoxy)phenyl}ethyl)acetamide (1.35 g) in tetrahydrofuran (10 mL) at room temperature under an atmosphere of argon. The mixture was stirred under ref lux for 1.5 hrs, and then cooled to room temperature. A solution of triethanolamine (0.88 g) in tetrahydrofuran... Reactants: C(O)([O-])=O.[Na+] (sodium hydrogen carbonate), ClC=1C(=NC=CC1NC(OC)=O)CC (methyl N-(3-chloro-2-ethylpyridin-4-yl)-carbamate), FC(C=1C=CC(=NC1)OC1=CC=C(C=C1)CC(=O)Cl)(F)F (4-[(5-trifluoromethylpyridin-2-yl)oxy]phenylacetyl chloride), [H-].[Na+] (sodium hydride). Solvent: CN(C(C)=O)C (N,N-dimethylacetamide). The product is ClC=1C(=NC=CC1N(C(CC1=CC=C(C=C1)OC1=NC=C(C=C1)C(F)(F)F)=O)C(=O)OC)CC (N-(3-chloro-2-ethylpyridin-4-yl)-N-methoxycarbonyl-4-[(5-trifluoromethylpyridin-2-yl)oxy]phenylacetamide). Isolated yield 26.1%. RXN SMILES: [Cl:1][C:2]1[C:3]([CH2:13][CH3:14])=[N:4][CH:5]=[CH:6][C:7]=1[NH:8][C:9](=[O:12])[O:10][CH3:11].[H-].[Na+].[F:17][C:18]([F:37])([F:36])[C:19]1[CH:20]=[CH:21][C:22]([O:25][C:26]2[CH:31]=[CH:30][C:29]([CH2:32][C:33](Cl)=[O:34])=[CH:28][CH:27]=2)=[N:23][CH:24]=1.C(=O)([O-])O.[Na+]>CN(C)C(=O)C>[Cl:1][C:2]1[C:3]([CH2:13][CH3:14])=[N:4][CH:5]=[CH:6][C:7]=1[N:8]([C:9]([O:10][CH3:11])=[O:12])[C:33](=[O:34])[CH2:32][C:29]1[CH:28]=[CH:27][C:26]([O:25][C:22]2[CH:21]=[CH:20][C:19]([C:18]([F:17])([F:37])[F:36])=[CH:24][N:23]=2)=[CH:31][CH:30]=1 |f:1.2,4.5|. Procedure: 2.0 g (9.3 mmol) of methyl N-(3-chloro-2-ethylpyridin-4-yl)-carbamate was dissolved in 10 ml of N,N-dimethylacetamide, and the solution was stirred at room temperature. Then, 0.27 g (11.2 mmol) of sodium hydride was gradually added thereto, and the mixture was stirred for one hour at room temperature. Then, 5.5 g (17.4 mmol) of 4-[(5-trifluoromethylpyridin-2-yl)oxy]phenylacetyl chloride was dropwise added thereto at -15° C., and the mixture was stirred for 3 hours at a temperature of from -15° t... The reactants are COC1=C(CNC2=NC=C(C(=N2)NCC2=C(C=CC=C2F)F)[N+](=O)[O-])C=CC(=C1)OC (N2-(2,4-dimethoxybenzyl)-N4-(2,6-difluorobenzyl)-5-nitropyrimidine-2,4-diamine). The reagents and catalysts are [Ni] (Ni). Run in C1CCOC1 (THF). Reaction conditions: time 16 hour. Product: COC1=C(CNC2=NC=C(C(=N2)NCC2=C(C=CC=C2F)F)N)C=CC(=C1)OC (N2-(2,4-dimethoxybenzyl)-N4-(2,6-difluorobenzyl)pyrimidine-2,4,5-triamine). RXN SMILES: [CH3:1][O:2][C:3]1[CH:29]=[C:28]([O:30][CH3:31])[CH:27]=[CH:26][C:4]=1[CH2:5][NH:6][C:7]1[N:12]=[C:11]([NH:13][CH2:14][C:15]2[C:20]([F:21])=[CH:19][CH:18]=[CH:17][C:16]=2[F:22])[C:10]([N+:23]([O-])=O)=[CH:9][N:8]=1>C1COCC1.[Ni]>[CH3:1][O:2][C:3]1[CH:29]=[C:28]([O:30][CH3:31])[CH:27]=[CH:26][C:4]=1[CH2:5][NH:6][C:7]1[N:12]=[C:11]([NH:13][CH2:14][C:15]2[C:16]([F:22])=[CH:17][CH:18]=[CH:19][C:20]=2[F:21])[C:10]([NH2:23])=[CH:9][N:8]=1. Procedure details: Raney Ni was added to a solution of N2-(2,4-dimethoxybenzyl)-N4-(2,6-difluorobenzyl)-5-nitropyrimidine-2,4-diamine (0.80 g) in THF (50 mL) under argon flush. The suspension was evacuated, charged with hydrogen (balloon) and stirred for 16 hr. The resulting mixture was filtered through a celite plug that was thoroughly rinsed with THF and MeOH to yield N2-(2,4-dimethoxybenzyl)-N4-(2,6-difluorobenzyl)pyrimidine-2,4,5-triamine (54) that was used as such in the next reaction. Reactants: CCOC(C)=O, O=C1CCC(CC(C(=O)O)c2ccc(S(=O)(=O)C3CC3)c(C3CC3)c2)C1, O=C(Cl)C(=O)Cl, ClCCl, Cl, CC(C)(C)OC(=O)n1ccc(N)n1, CN(C)C=O, c1ccncc1. Yields the product CC(C)(C)OC(=O)n1ccc(NC(=O)C(CC2CCC(=O)C2)c2ccc(S(=O)(=O)C3CC3)c(C3CC3)c2)n1. RXN SMILES: [CH3:50][CH2:51][O:52][C:53](=[O:54])[CH3:55].[CH:1]1([c:4]2[cH:5][c:6]([CH:16]([C:17](=[O:18])[OH:19])[CH2:20][CH:21]3[CH2:22][C:23](=[O:26])[CH2:24][CH2:25]3)[cH:7][cH:8][c:9]2[S:10](=[O:11])(=[O:12])[CH:13]2[CH2:14][CH2:15]2)[CH2:2][CH2:3]1.[Cl:27][C:28]([C:29]([Cl:30])=[O:31])=[O:32].[Cl:47][CH2:48][Cl:49].[ClH:46].[NH2:33][c:34]1[n:35][n:36]([C:39](=[O:40])[O:41][C:42]([CH3:43])([CH3:44])[CH3:45])[cH:37][cH:38]1.[O:62]=[CH:63][N:64]([CH3:65])[CH3:66].[cH:56]1[cH:57][cH:58][n:59][cH:60][cH:61]1>>[CH:1]1([c:4]2[cH:5][c:6]([CH:16]([C:17](=[O:18])[NH:33][c:34]3[n:35][n:36]([C:39](=[O:40])[O:41][C:42]([CH3:43])([CH3:44])[CH3:45])[cH:37][cH:38]3)[CH2:20][CH:21]3[CH2:22][C:23](=[O:26])[CH2:24][CH2:25]3)[cH:7][cH:8][c:9]2[S:10](=[O:11])(=[O:12])[CH:13]2[CH2:14][CH2:15]2)[CH2:2][CH2:3]1. The reactants are C1=CC=CC2=CC=CC=C12 (naphthalene), C(C)(C)C1=CC=CC2=CC=CC=C12 (monoisopropylnaphthalene), diisopropylnaphthalenes, C(C)(C)C=1C(=C(C2=CC=CC=C2C1)C(C)C)C(C)C (triisopropylnaphthalene), tetraisopropylnaphthalenes. Product: C(C)(C)C1=CC2=CC=C(C=C2C=C1)C(C)C (2,6-diisopropylnaphthalene). RXN SMILES: [CH:1]1[C:10]2C(=CC=CC=2)C=C[CH:2]=1.C(C1C2C(=CC=CC=2)C=CC=1)(C)C.[CH:24]([C:27]1[C:28](C(C)C)=[C:29](C(C)C)[C:30]2[C:35]([CH:36]=1)=[CH:34][CH:33]=[CH:32][CH:31]=2)([CH3:26])[CH3:25]>>[CH:24]([C:27]1[CH:28]=[CH:29][C:30]2[C:35](=[CH:34][CH:33]=[C:32]([CH:1]([CH3:10])[CH3:2])[CH:31]=2)[CH:36]=1)([CH3:25])[CH3:26]. Procedure details: Substantially pure 2,6-diisopropylnaphthalene can be recovered from the diisopropylnaphthalene products in a multi-stage separation scheme. In one embodiment, the diisopropylnaphthalene product is first fractionally distilled to obtain a low boiling fraction which contains unreacted naphthalene and monoisopropylnaphthalene, a middle fraction containing the diisopropylnaphthalenes, and a high boiling fraction containing triisopropylnaphthalene and tetraisopropylnaphthalenes. 2,6-diisopropylnaphth... The reactants are CCCCOCCOc1ccc(-c2ccc3c(c2)C=C(C(=O)Nc2ccc(CSc4nncn4C)cc2)CCN3CC(C)C)cc1, ClCCl, [Mg+2], O=C(OO)c1cccc(Cl)c1, O=S([O-])([O-])=S. The product is CCCCOCCOc1ccc(-c2ccc3c(c2)C=C(C(=O)Nc2ccc(CS(=O)c4nncn4C)cc2)CCN3CC(C)C)cc1. As a reaction SMILES: [CH2:1]([CH2:2][CH2:3][CH3:4])[O:5][CH2:6][CH2:7][O:8][c:9]1[cH:10][cH:11][c:12](-[c:15]2[cH:16][cH:17][c:18]3[c:19]([cH:46]2)[CH:20]=[C:21]([C:29](=[O:30])[NH:31][c:32]2[cH:33][cH:34][c:35]([CH2:38][S:39][c:40]4[n:41][n:42][cH:43][n:44]4[CH3:45])[cH:36][cH:37]2)[CH2:22][CH2:23][N:24]3[CH2:25][CH:26]([CH3:27])[CH3:28])[cH:13][cH:14]1.[Cl:64][CH2:65][Cl:66].[Mg+2:63].[OH:47][O:48][C:49]([c:50]1[cH:51][c:52]([Cl:53])[cH:54][cH:55][cH:56]1)=[O:57].[S:58]([O-:59])([O-:60])(=[O:61])=[S:62]>>[CH2:1]([CH2:2][CH2:3][CH3:4])[O:5][CH2:6][CH2:7][O:8][c:9]1[cH:10][cH:11][c:12](-[c:15]2[cH:16][cH:17][c:18]3[c:19]([cH:46]2)[CH:20]=[C:21]([C:29](=[O:30])[NH:31][c:32]2[cH:33][cH:34][c:35]([CH2:38][S:39]([c:40]4[n:41][n:42][cH:43][n:44]4[CH3:45])=[O:47])[cH:36][cH:37]2)[CH2:22][CH2:23][N:24]3[CH2:25][CH:26]([CH3:27])[CH3:28])[cH:13][cH:14]1. The reactants are C(C)(C)(C)OC(=O)N1CCC(CC1)CNC1=C(C=CC=C1)S(=O)(=O)NC1=C(C=2CCCCC2C=C1)C(=O)O (2-({[2-({[1-(tert-butoxycarbonyl)-4-piperidinyl]methyl}amino)phenyl]sulfonyl}amino)-5,6,7,8-tetrahydro-1-naphthalenecarboxylic acid), [Si](C)(C)(C)C=[N+]=[N-] (TMSCHN2). Run in C1=CC=CC=C1 (benzene), CO (methanol). Conditions: time 1 hour. Product: COC(=O)C1=C(C=CC=2CCCCC12)NS(=O)(=O)C1=C(C=CC=C1)NCC1CCN(CC1)C(=O)OC(C)(C)C (tert-butyl 4-({[2-({[1-(methoxycarbonyl)-5,6,7,8-tetrahydro-2-naphthalenyl]amino}sulfonyl)phenyl]amino}methyl)-1-piperidinecarboxylate). Reaction SMILES: [C:1]([O:5][C:6]([N:8]1[CH2:13][CH2:12][CH:11]([CH2:14][NH:15][C:16]2[CH:21]=[CH:20][CH:19]=[CH:18][C:17]=2[S:22]([NH:25][C:26]2[CH:35]=[CH:34][C:33]3[CH2:32][CH2:31][CH2:30][CH2:29][C:28]=3[C:27]=2[C:36]([OH:38])=[O:37])(=[O:24])=[O:23])[CH2:10][CH2:9]1)=[O:7])([CH3:4])([CH3:3])[CH3:2].[Si](C=[N+]=[N-])(C)(C)[CH3:40]>C1C=CC=CC=1.CO>[CH3:40][O:37][C:36]([C:27]1[C:28]2[CH2:29][CH2:30][CH2:31][CH2:32][C:33]=2[CH:34]=[CH:35][C:26]=1[NH:25][S:22]([C:17]1[CH:18]=[CH:19][CH:20]=[CH:21][C:16]=1[NH:15][CH2:14][CH:11]1[CH2:12][CH2:13][N:8]([C:6]([O:5][C:1]([CH3:4])([CH3:2])[CH3:3])=[O:7])[CH2:9][CH2:10]1)(=[O:24])=[O:23])=[O:38]. Reported procedure: A mixture of Example 396 (2.69 g, 5.0 mmol) in benzene (40 mL) and methanol (10 mL) was treated with TMSCHN2 (3.0 mL, 6.0 mmol, 2.0M solution in hexanes). The reaction was stirred at room temperature for 1 hour, then quenched with acetic acid, and diluted with ethyl acetate. The organic layer was washed with aqueous NaHCO3, dried (MgSO4), filtered, concentrated, and purified by column chromatography (25% ethyl acetate/hexanes) to provide the desired product. MS (ESI(+)) m/e 528 (M+H)+. Starting materials: O=C(O)CS(=O)(=O)Nc1ccc(F)c(C(F)(F)F)c1, C1COCCO1, CC1(C)OCC(C(O)CN)O1. The product is CC1(C)OCC(C(O)CNC(=O)CS(=O)(=O)Nc2ccc(F)c(C(F)(F)F)c2)O1. Reaction SMILES: [F:1][c:2]1[c:3]([C:16]([F:17])([F:18])[F:19])[cH:4][c:5]([NH:8][S:9](=[O:10])(=[O:11])[CH2:12][C:13](=[O:14])[OH:15])[cH:6][cH:7]1.[O:31]1[CH2:32][CH2:33][O:34][CH2:35][CH2:36]1.[OH:20][CH:21]([CH2:22][NH2:23])[CH:24]1[O:25][C:26]([CH3:29])([CH3:30])[O:27][CH2:28]1>>[F:1][c:2]1[c:3]([C:16]([F:17])([F:18])[F:19])[cH:4][c:5]([NH:8][S:9](=[O:10])(=[O:11])[CH2:12][C:13](=[O:15])[NH:23][CH2:22][CH:21]([OH:20])[CH:24]2[O:25][C:26]([CH3:29])([CH3:30])[O:27][CH2:28]2)[cH:6][cH:7]1.